Dataset: the Open Reaction Database (ORD), a public repository of structured organic reaction records. Task: describe an organic reaction: reactants, conditions, products, and yield Procedure details: To a stirred solution of 5.8 g 4-chloro-3-formyl-flav-3-ene in 500 ml tert-butanol and 100 ml 2-methylbut-2-ene at room temperature is added dropwise a solution of 17.9 g sodium chlorite and 17.9 g sodium dihydrogenophosphate in 200 ml water. Stirring is continued for 5 hours. The solution is concentrated in vacuo and water is added to the residue to give a suspension. The mixture is extracted with hexane and the clear organic extracts are discarded. Subsequently, the aqueous suspension is acidi... RXN SMILES: [Cl:1][C:2]1[C:11]2[C:6](=[CH:7][CH:8]=[CH:9][CH:10]=2)[O:5][CH:4]([C:12]2[CH:17]=[CH:16][CH:15]=[CH:14][CH:13]=2)[C:3]=1[CH:18]=[O:19].Cl([O-])=[O:21].[Na+].[Na]>C(O)(C)(C)C.CC(=CC)C.O>[Cl:1][C:2]1[C:11]2[C:6](=[CH:7][CH:8]=[CH:9][CH:10]=2)[O:5][CH:4]([C:12]2[CH:13]=[CH:14][CH:15]=[CH:16][CH:17]=2)[C:3]=1[C:18]([OH:21])=[O:19] |f:1.2,^1:23|. Conditions: time 5 hour. Reactants: ClC1=C(C(OC2=CC=CC=C12)C1=CC=CC=C1)C=O (4-chloro-3-formyl-flav-3-ene), Cl(=O)[O-].[Na+] (sodium chlorite), [Na] (sodium). The product is ClC1=C(C(OC2=CC=CC=C12)C1=CC=CC=C1)C(=O)O (4-chloro-3-carboxy-flav-3-ene). The solvent is C(C)(C)(C)O (tert-butanol), CC(C)=CC (2-methylbut-2-ene), O (water). The reactants are C(C)(=O)OCC (ethyl acetate), [N+](=O)([O-])C=1C=C(C(=O)Cl)C=CC1 (3-nitrobenzoyl chloride), C1(=CC=CC=C1)OC (anisole), [Cl-].[Al+3].[Cl-].[Cl-] (aluminum chloride). The solvent is O (water), ClCCl (dichloromethane). The product is [N+](=O)([O-])C=1C=C(C(=O)C2=CC=C(C=C2)OC)C=CC1 (1-(3-nitrobenzoyl)-4-methoxybenzene). RXN SMILES: [N+:1]([C:4]1[CH:5]=[C:6]([CH:10]=[CH:11][CH:12]=1)[C:7](Cl)=[O:8])([O-:3])=[O:2].[C:13]1([O:19][CH3:20])[CH:18]=[CH:17][CH:16]=[CH:15][CH:14]=1.[Cl-].[Al+3].[Cl-].[Cl-].C(OCC)(=O)C>ClCCl.O>[N+:1]([C:4]1[CH:5]=[C:6]([CH:10]=[CH:11][CH:12]=1)[C:7]([C:16]1[CH:17]=[CH:18][C:13]([O:19][CH3:20])=[CH:14][CH:15]=1)=[O:8])([O-:3])=[O:2] |f:2.3.4.5|. Reported procedure: A mixture of 3-nitrobenzoyl chloride (3.71 g), anisole (2.0 ml) and aluminum chloride (2.67 g) in dichloromethane (50 ml) was refluxed for 1 hour. The reaction mixture was poured into a mixture of ethyl acetate and water. The organic phase was washed with brine, dried over magnesium sulfate and concentrated. The resultant solid was collected and washed with ethyl acetate to give 1-(3-nitrobenzoyl)-4-methoxybenzene (955 mg). Starting materials: C(#N)C=1C=CC2=C(CCC(O2)(C)C)C1 (6-cyano-3,4-dihydro-2,2-dimethyl-2H-1-benzopyran), BrN1C(CCC1=O)=O (N-bromosuccinimide), N(=NC(C#N)(C)C)C(C#N)(C)C (Azobisisobutyronitrile). Run in C(Cl)(Cl)(Cl)Cl (carbon tetrachloride), C(Cl)(Cl)(Cl)Cl (carbon tetrachloride). Product: BrC1CC(OC2=C1C=C(C=C2)C#N)(C)C (4-Bromo-6-cyano-3,4-dihydro-2,2-dimethyl-2H-1-benzopyran). Yield: 79.0%. Reaction SMILES: [C:1]([C:3]1[CH:4]=[CH:5][C:6]2[O:11][C:10]([CH3:13])([CH3:12])[CH2:9][CH2:8][C:7]=2[CH:14]=1)#[N:2].[Br:15]N1C(=O)CCC1=O.N(C(C)(C)C#N)=NC(C)(C)C#N>C(Cl)(Cl)(Cl)Cl>[Br:15][CH:8]1[C:7]2[CH:14]=[C:3]([C:1]#[N:2])[CH:4]=[CH:5][C:6]=2[O:11][C:10]([CH3:12])([CH3:13])[CH2:9]1. Procedure details: To a solution of 6-cyano-3,4-dihydro-2,2-dimethyl-2H-1-benzopyran (6.40 g, 34.18 mmoles), title A compound, in carbon tetrachloride (90 mL) was added N-bromosuccinimide (6.69 g, 37.6 mmoles). The solution was purged with argon. A solution of Azobisisobutyronitrile (0.4 g, 3.42 mmoles) in carbon tetrachloride (10 mL) was added; the reaction was heated at reflux for 30 minutes with irradiation (high intensity visible light). The reaction mixture was concentrated under vacuum and the residue was di... Starting materials: [BH3-]C#N, O=C[O-], [Cl-], [Cl-], [NH4+], [Na+], [Zn+2], O=C1C2CCN(CC2)C1Cc1cccnc1. The product is NC1C2CCN(CC2)C1Cc1cccnc1. RXN SMILES: [C:21](#[N:22])[BH3-:23].[CH:17]([O-:18])=[O:19].[Cl-:25].[Cl-:27].[NH4+:20].[Na+:24].[Zn+2:26].[n:1]1[cH:2][c:3]([CH2:7][CH:8]2[N:9]3[CH2:10][CH2:11][CH:12]([C:13]2=[O:14])[CH2:15][CH2:16]3)[cH:4][cH:5][cH:6]1>>[n:1]1[cH:2][c:3]([CH2:7][CH:8]2[N:9]3[CH2:10][CH2:11][CH:12]([CH:13]2[NH2:22])[CH2:15][CH2:16]3)[cH:4][cH:5][cH:6]1. Starting materials: [Al+3], [Al+3], [Cl-], [Cl-], [Cl-], [H-], [H-], [H-], [H-], [Li+], O, N#CCC1(c2ccccc2)C=CCC=C1. Yields the product NCCC1(c2ccccc2)C=CCC=C1. As a reaction SMILES: [Al+3:4].[Al+3:6].[Cl-:1].[Cl-:2].[Cl-:3].[H-:10].[H-:5].[H-:8].[H-:9].[Li+:7].[OH2:26].[c:11]1([C:17]2([CH2:23][C:24]#[N:25])[CH:18]=[CH:19][CH2:20][CH:21]=[CH:22]2)[cH:12][cH:13][cH:14][cH:15][cH:16]1>>[c:11]1([C:17]2([CH2:23][CH2:24][NH2:25])[CH:18]=[CH:19][CH2:20][CH:21]=[CH:22]2)[cH:12][cH:13][cH:14][cH:15][cH:16]1. Reactants: COC=1C=CC2=C(C(=C(O2)C(CC(C)C)NC2=CC=C(C=C2)C(=O)NCCC(=O)OCC)C)C1 (ethyl 3-{[(4-{[1-(5-methoxy-3-methyl-1-benzofuran-2-yl)-3-methylbutyl]amino}phenyl)carbonyl]amino}propanoate), O1CCCC1 (tetrahydrofuran), [OH-].[Na+] (sodium hydroxide). Solvent: C(C)O (ethanol). Run at time 2 hour. Product: COC=1C=CC2=C(C(=C(O2)C(CC(C)C)NC2=CC=C(C=C2)C(=O)NCCC(=O)O)C)C1 (3-{[(4-{[1-(5-methoxy-3-methyl-1-benzofuran-2-yl)-3-methylbutyl]amino}phenyl)carbonyl]amino}propanoic acid). Yield: 86.4%. RXN SMILES: [CH3:1][O:2][C:3]1[CH:4]=[CH:5][C:6]2[O:10][C:9]([CH:11]([NH:16][C:17]3[CH:22]=[CH:21][C:20]([C:23]([NH:25][CH2:26][CH2:27][C:28]([O:30]CC)=[O:29])=[O:24])=[CH:19][CH:18]=3)[CH2:12][CH:13]([CH3:15])[CH3:14])=[C:8]([CH3:33])[C:7]=2[CH:34]=1.O1CCCC1.[OH-].[Na+]>C(O)C>[CH3:1][O:2][C:3]1[CH:4]=[CH:5][C:6]2[O:10][C:9]([CH:11]([NH:16][C:17]3[CH:18]=[CH:19][C:20]([C:23]([NH:25][CH2:26][CH2:27][C:28]([OH:30])=[O:29])=[O:24])=[CH:21][CH:22]=3)[CH2:12][CH:13]([CH3:15])[CH3:14])=[C:8]([CH3:33])[C:7]=2[CH:34]=1 |f:2.3|. Procedure details: To a mixture of ethyl 3-{[(4-{[1-(5-methoxy-3-methyl-1-benzofuran-2-yl)-3-methylbutyl]amino}phenyl)carbonyl]amino}propanoate (266 mg) synthesized above, tetrahydrofuran (5 mL) and ethanol (5 mL) was added 1N aqueous sodium hydroxide solution (2.00 mL), and the mixture was stirred at room temperature for 2 hr, and concentrated under reduced pressure. The residue was dissolved in water (10 mL), and 1N hydrochloric acid (2.00 mL) was added at 0° C. The resulting precipitate was collected by filtrat... Starting materials: ClC1=C2CCC(NC2=CC=C1)=O (5-chloro-3,4-dihydroquinolin-2(1H)-one), C1(CC1)B(O)O (cyclopropylboronic acid), P(=O)([O-])([O-])[O-].[K+].[K+].[K+] (potassium phosphate), COC=1C=CC=C(C1C=2C=CC=CC2P(C3CCCCC3)C4CCCCC4)OC (S-Phos). Reagents/catalysts: C(C)(=O)[O-].[Pd+2].C(C)(=O)[O-] (palladium acetate). The solvent is O1CCCC1 (tetrahydrofuran). Reaction conditions: temperature 120 celsius, time 12 hour. The product is C1(CC1)C1=C2CCC(NC2=CC=C1)=O (5-cyclopropyl-3,4-dihydroquinolin-2(1H)-one). Reaction SMILES: Cl[C:2]1[CH:11]=[CH:10][CH:9]=[C:8]2[C:3]=1[CH2:4][CH2:5][C:6](=[O:12])[NH:7]2.[CH:13]1(B(O)O)[CH2:15][CH2:14]1.P([O-])([O-])([O-])=O.[K+].[K+].[K+].COC1C=CC=C(OC)C=1C1C=CC=CC=1P(C1CCCCC1)C1CCCCC1>O1CCCC1.C([O-])(=O)C.[Pd+2].C([O-])(=O)C>[CH:13]1([C:2]2[CH:11]=[CH:10][CH:9]=[C:8]3[C:3]=2[CH2:4][CH2:5][C:6](=[O:12])[NH:7]3)[CH2:15][CH2:14]1 |f:2.3.4.5,8.9.10|. Procedure: To a stirred solution of 5-chloro-3,4-dihydroquinolin-2(1H)-one (147-4; 1 g, 0.0055 mol) and cyclopropylboronic acid (0.95 g, 0.0110 mol) in tetrahydrofuran (30 mL) was added potassium phosphate (3.4 g, 0.0165 mol) and S-Phos (0.45 g, 0.0011 mol). Reaction mass was purged with argon for 20 min. Then catalyst palladium acetate (0.123 g, 0.00055 mol) was added and allowed to stir at 120° C. for 12 h. The reaction mixture was filtered through CELITE bed and filter bed was thoroughly washed with eth... The reactants are NCCN1CC(N(CC1)C1=CC=NC2=CC=C(N=C12)OC)=O (4-(2-aminoethyl)-1-[6-(methyloxy)-1,5-naphthyridin-4-yl]-2-piperazinone), [O-]S(=O)(=O)[O-].[Na+].[Na+] (Na2SO4), O=C1NC2=C(SC1)C=CC(=N2)C=O (3-oxo-3,4-dihydro-2H-pyrido[3,2-b][1,4]thiazine-6-carbaldehyde), [BH-](OC(=O)C)(OC(=O)C)OC(=O)C.[Na+] (Na(OAc)3BH). Solvent: C(Cl)Cl.CCO (DCM EtOH). Reaction conditions: time 12 hour. Product: COC=1N=C2C(=CC=NC2=CC1)N1C(CN(CC1)CCNCC=1C=CC=2SCC(NC2N1)=O)=O (6-{[(2-{4-[6-(methyloxy)-1,5-naphthyridin-4-yl]-3-oxo-1-piperazinyl}ethyl)amino]methyl}-2H-pyrido[3,2-b][1,4]thiazin-3(4H)-one). Yield: 37.4%. RXN SMILES: [NH2:1][CH2:2][CH2:3][N:4]1[CH2:9][CH2:8][N:7]([C:10]2[C:19]3[C:14](=[CH:15][CH:16]=[C:17]([O:20][CH3:21])[N:18]=3)[N:13]=[CH:12][CH:11]=2)[C:6](=[O:22])[CH2:5]1.[O-]S([O-])(=O)=O.[Na+].[Na+].[O:30]=[C:31]1[CH2:36][S:35][C:34]2[CH:37]=[CH:38][C:39]([CH:41]=O)=[N:40][C:33]=2[NH:32]1.[BH-](OC(C)=O)(OC(C)=O)OC(C)=O.[Na+]>C(Cl)Cl.CCO>[CH3:21][O:20][C:17]1[N:18]=[C:19]2[C:14](=[CH:15][CH:16]=1)[N:13]=[CH:12][CH:11]=[C:10]2[N:7]1[CH2:8][CH2:9][N:4]([CH2:3][CH2:2][NH:1][CH2:41][C:39]2[CH:38]=[CH:37][C:34]3[S:35][CH2:36][C:31](=[O:30])[NH:32][C:33]=3[N:40]=2)[CH2:5][C:6]1=[O:22] |f:1.2.3,5.6,7.8|. Procedure: To a solution of 4-(2-aminoethyl)-1-[6-(methyloxy)-1,5-naphthyridin-4-yl]-2-piperazinone (168 mg, 0.558 mmol) in DCM-EtOH (6 mL, 5:1) at 25° C. were added Na2SO4 (158 mg, 1.11 mmol) and 3-oxo-3,4-dihydro-2H-pyrido[3,2-b][1,4]thiazine-6-carbaldehyde (108 mg, 0.558 mmol). After 12 h, Na(OAc)3BH (177 mg, 0.837 mmol) was added and following an additional 2 h, the solution was partitioned between DCM-H2O. The aqueous phase was extracted several times with DCM and the combined organic fractions were d...